From a dataset of the Open Reaction Database (ORD), a public repository of structured organic reaction records. describe an organic reaction: reactants, conditions, products, and yield Starting materials: C(C)(C)(C)C1=CCC(C=2C=CC(=CC12)NCC)(C)C ((8-t-butyl-5,5-dimethyl-5,6-dihydro-naphthalen-2-yl)-ethyl-amine), C(C)(C)(C)C1=CCC(C=2C=CC(=CC12)NCC)(C)C ((8-t-butyl-5,5-dimethyl-5,6-dihydro-naphthalen-2-yl)-ethyl-amine), FC1=NC=C(C(=O)O)C=C1 (6-fluoro-nicotinic acid), CCOCC (ether). Solvent: C1(=CC=CC=C1)C (toluene). Run at temperature 125 celsius. The product is C(C)(C)(C)C1=CCC(C=2C=CC(=CC12)N(C1=NC=C(C(=O)O)C=C1)CC)(C)C (6-[(8-t-Butyl-5,5-dimethyl-5,6-dihydro-naphthalen-2-yl)-ethyl-amino]-nicotinic Acid). Isolated yield 8.6%. As a reaction SMILES: [C:1]([C:5]1[C:14]2[CH:13]=[C:12]([NH:15][CH2:16][CH3:17])[CH:11]=[CH:10][C:9]=2[C:8]([CH3:19])([CH3:18])[CH2:7][CH:6]=1)([CH3:4])([CH3:3])[CH3:2].F[C:21]1[CH:29]=[CH:28][C:24]([C:25]([OH:27])=[O:26])=[CH:23][N:22]=1.CCOCC>C1(C)C=CC=CC=1>[C:1]([C:5]1[C:14]2[CH:13]=[C:12]([N:15]([CH2:16][CH3:17])[C:21]3[CH:29]=[CH:28][C:24]([C:25]([OH:27])=[O:26])=[CH:23][N:22]=3)[CH:11]=[CH:10][C:9]=2[C:8]([CH3:18])([CH3:19])[CH2:7][CH:6]=1)([CH3:4])([CH3:2])[CH3:3]. Reported procedure: To a mixture of 85 mg (0.37 mmol) of (8-t-butyl-5,5-dimethyl-5,6-dihydro-naphthalen-2-yl)-ethyl-amine (Compound 169) and 0.11 g (0.78 mmol) of 6-fluoro-nicotinic acid was added a small amount of ether and toluene to help stirring. The resulting mixture was heated at 100-150° C. for 1 h. The mixture was cooled. The product was purified by flash chromatography (silica, 50% ethyl acetate in hexanes to give the title compound as a white solid (12 mg). Reagents/catalysts: [Cl-].[Al+3].[Cl-].[Cl-] (aluminum chloride). Procedure: Crude triisopropylbenzene hydroperoxide is an organic peroxide composition obtained by oxidizing crude triisopropylbenzene. Crude triisopropylbenzene is produced by the reaction of one mole benzene with three moles propene in the presence of an aluminum chloride catalyst. The crude triisopropyl benzene is a mixture which is predominantly 1, 3, 5 triisopropylbenzene and minor amounts of 1, 2, 4 triisopropylbenzene, meta- and para-diisopropylbenzene, cumene, and a trace of 1, 2, 4, 5 tetraisopropy... Starting materials: C1=CC=CC=C1 (benzene), C(C)(C)C=1C(=C(C=CC1)C(C)C)C(C)C (triisopropylbenzene), [O-]O.C(C)(C)C=1C(=C(C=CC1)C(C)C)C(C)C (triisopropylbenzene hydroperoxide), organic peroxide. As a reaction SMILES: [O-]O.[CH:3]([C:6]1[C:7]([CH:15]([CH3:17])[CH3:16])=[C:8]([CH:12]([CH3:14])[CH3:13])[CH:9]=[CH:10][CH:11]=1)([CH3:5])[CH3:4].[CH:18](C1C(C(C)C)=C(C(C)C)C=CC=1)([CH3:20])[CH3:19].C1C=CC=CC=1>[Cl-].[Al+3].[Cl-].[Cl-]>[CH:12]([C:8]1[C:7]([CH:15]([CH3:17])[CH3:16])=[C:6]([CH:3]([CH3:5])[CH3:4])[CH:11]=[CH:10][CH:9]=1)([CH3:14])[CH3:13].[CH2:19]=[CH:18][CH3:20] |f:0.1,4.5.6.7|. Yields the product C(C)(C)C=1C(=C(C=CC1)C(C)C)C(C)C (triisopropylbenzene), C=CC (propene). The reactants are [Li]CCCC, CCCCCC, ClCCN1CCCC1, C1CCOC1, c1ccc2c(c1)CCc1ccccc1C2. Product: c1ccc2c(c1)CCc1ccccc1C2CCN1CCCC1. Reaction SMILES: [CH2:16]([Li:17])[CH2:18][CH2:19][CH3:20].[CH3:34][CH2:35][CH2:36][CH2:37][CH2:38][CH3:39].[Cl:21][CH2:22][CH2:23][N:24]1[CH2:25][CH2:26][CH2:27][CH2:28]1.[O:29]1[CH2:30][CH2:31][CH2:32][CH2:33]1.[cH:1]1[cH:2][cH:3][cH:4][c:5]2[c:11]1[CH2:10][CH2:9][c:8]1[c:7]([cH:15][cH:14][cH:13][cH:12]1)[CH2:6]2>>[cH:1]1[cH:2][cH:3][cH:4][c:5]2[c:11]1[CH2:10][CH2:9][c:8]1[c:7]([cH:15][cH:14][cH:13][cH:12]1)[CH:6]2[CH2:22][CH2:23][N:24]1[CH2:25][CH2:26][CH2:27][CH2:28]1. Reactants: CC(C(=O)O)(C=CCCCC)C (2,2-dimethyl-3-octenoic acid), N#N (N2). The reagents and catalysts are [Pd] (palladium on carbon). The solvent is C(C)O (ethanol). Conditions: time 6 hour. Yields the product CC(C(=O)O)(CCCCCC)C (2,2-dimethyl octanoic acid). RXN SMILES: [CH3:1][C:2]([CH3:12])([CH:6]=[CH:7][CH2:8][CH2:9][CH2:10][CH3:11])[C:3]([OH:5])=[O:4].N#N>C(O)C.[Pd]>[CH3:1][C:2]([CH3:12])([CH2:6][CH2:7][CH2:8][CH2:9][CH2:10][CH3:11])[C:3]([OH:5])=[O:4]. Reported procedure: 2,2-Dimethyl octanoic acid is prepared by dissolving 2,2-dimethyl-3-octenoic acid (0.20 g, 1.1 mmol) in absolute ethanol blanketed with N2 and 10% palladium on carbon which is then hydrogenated for 6 hours. The catalyst is removed by filtration and the filtrate concentrated under vacuum to give 2,2-dimethyl octanoic acid. Reactants: C(C)(C)(C)[Si](O[C@@H]([C@@H](OC1=CC=C(C=C1)B(O)O)CC)CCC=1C=NC=CC1)(C)C ((1S,2R)-4-[2-(tertbutyldimethylsilanyloxy)-1-ethyl-4-pyridin-3-yl-butoxy]benzeneboronic acid), BrC1=CC(=C(C#N)C=C1)Cl (4-bromo-2-chlorobenzonitrile), C([O-])([O-])=O.[Na+].[Na+] (sodium carbonate). The reagents and catalysts are C=1C=CC(=CC1)[P](C=2C=CC=CC2)(C=3C=CC=CC3)[Pd]([P](C=4C=CC=CC4)(C=5C=CC=CC5)C=6C=CC=CC6)([P](C=7C=CC=CC7)(C=8C=CC=CC8)C=9C=CC=CC9)[P](C=1C=CC=CC1)(C=1C=CC=CC1)C=1C=CC=CC1 (tetrakis(triphenylphosphine)palladium). Solvent: C(C)O (ethanol). Conditions: temperature 90 celsius. Product: ClC=1C=C(C=CC1C#N)C1=CC=C(C=C1)O[C@H]([C@@H](CCC=1C=NC=CC1)O)CC ((1S,2R)-3-Chloro-4′-(1-ethyl-2-hydroxy-4-pyridin-3-ylbutoxy)biphenyl-4-carbonitrile). Isolated yield 73.3%. Reaction SMILES: C([Si](C)(C)[O:6][C@H:7]([CH2:21][CH2:22][C:23]1[CH:24]=[N:25][CH:26]=[CH:27][CH:28]=1)[C@H:8]([CH2:19][CH3:20])[O:9][C:10]1[CH:15]=[CH:14][C:13](B(O)O)=[CH:12][CH:11]=1)(C)(C)C.Br[C:32]1[CH:39]=[CH:38][C:35]([C:36]#[N:37])=[C:34]([Cl:40])[CH:33]=1.C(=O)([O-])[O-].[Na+].[Na+]>C(O)C.C1C=CC([P]([Pd]([P](C2C=CC=CC=2)(C2C=CC=CC=2)C2C=CC=CC=2)([P](C2C=CC=CC=2)(C2C=CC=CC=2)C2C=CC=CC=2)[P](C2C=CC=CC=2)(C2C=CC=CC=2)C2C=CC=CC=2)(C2C=CC=CC=2)C2C=CC=CC=2)=CC=1>[Cl:40][C:34]1[CH:33]=[C:32]([C:13]2[CH:12]=[CH:11][C:10]([O:9][C@@H:8]([CH2:19][CH3:20])[C@H:7]([OH:6])[CH2:21][CH2:22][C:23]3[CH:24]=[N:25][CH:26]=[CH:27][CH:28]=3)=[CH:15][CH:14]=2)[CH:39]=[CH:38][C:35]=1[C:36]#[N:37] |f:2.3.4,^1:53,55,74,93|. Procedure details: Prepared according to the method described in Example 12b) from (1S,2R)-4-[2-(tertbutyldimethylsilanyloxy)-1-ethyl-4-pyridin-3-yl-butoxy]benzeneboronic acid (0.18 g, Example 88b)), 4-bromo-2-chlorobenzonitrile (0.18 g), 2M aqueous sodium carbonate (0.48 ml) and tetrakis(triphenylphosphine)palladium (0) (0.012 g) in ethanol (3 ml) with heating at 90 ° C. for 4 hours. The residue was purified by column chromatography eluting with a gradient of 50-1 00% ethyl acetate in isohexane to give the title ... Starting materials: CN(CC=O)C(=O)OC(C)(C)C, [BH3-]C#N, COC(=O)CN, CO, Cl, [Na+]. The product is COC(=O)CNCCN(C)C(=O)OC(C)(C)C. Reaction SMILES: [C:1]([CH3:2])([CH3:3])([CH3:4])[O:5][C:6](=[O:7])[N:8]([CH3:9])[CH2:10][CH:11]=[O:12].[C:20]([BH3-:21])#[N:22].[CH3:14][O:15][C:16]([CH2:17][NH2:18])=[O:19].[CH3:24][OH:25].[ClH:13].[Na+:23]>>[C:1]([CH3:2])([CH3:3])([CH3:4])[O:5][C:6](=[O:7])[N:8]([CH3:9])[CH2:10][CH2:11][NH:18][CH2:17][C:16]([O:15][CH3:14])=[O:19]. Reactants: CN1CCOCC1 (N-methylmorpholine), C(C)(C)(C)OC(=O)N(CC(=O)O)CC1=CC=C(C=C1)F (N-(tert-butoxycarbonyl)-N-(4-fluorobenzyl)glycine), Cl.CNOC (N,O-dimethylhydroxylamine hydrochloride), solution, C1(CCCCC1)N=C=NC1CCCCC1 (N,N′-dicyclohexylcarbodiimide). The solvent is C(Cl)Cl (CH2Cl2), C(Cl)Cl (CH2Cl2). Conditions: temperature 0 celsius, time 66 hour. The product is C(C)(C)(C)OC(=O)N(CC(=O)N(C)OC)CC1=CC=C(C=C1)F (N2-tert-Butyloxycarbonyl-N2-(4-fluorobenzyl)-N1-methoxy-N1-methylglycinamide). RXN SMILES: [C:1]([O:5][C:6]([N:8]([CH2:13][C:14]1[CH:19]=[CH:18][C:17]([F:20])=[CH:16][CH:15]=1)[CH2:9][C:10]([OH:12])=O)=[O:7])([CH3:4])([CH3:3])[CH3:2].Cl.[CH3:22][NH:23][O:24][CH3:25].CN1CCOCC1.C1(N=C=NC2CCCCC2)CCCCC1>C(Cl)Cl>[C:1]([O:5][C:6]([N:8]([CH2:13][C:14]1[CH:19]=[CH:18][C:17]([F:20])=[CH:16][CH:15]=1)[CH2:9][C:10]([N:23]([O:24][CH3:25])[CH3:22])=[O:12])=[O:7])([CH3:2])([CH3:3])[CH3:4] |f:1.2|. Procedure: To a stirred solution of N-(tert-butoxycarbonyl)-N-(4-fluorobenzyl)glycine (10.5 g, 37.2 mmol) in CH2Cl2 (37 mL) was added N,O-dimethylhydroxylamine hydrochloride (3.62 g, 37.2 mmol). The resulting suspension was treated with N-methylmorpholine (4.08 mL, 37.2 mmol) and cooled to 0° C. The mixture was then treated with a 1 M solution of N,N′-dicyclohexylcarbodiimide in CH2Cl2 (37.2 mL, 37.2 mmol) and was then allowed to warm to ambient temperature under inert atmosphere. After stirring for 66 h, ...